The task is: describe an organic reaction: reactants, conditions, products, and yield. This data is from the Open Reaction Database (ORD), a public repository of structured organic reaction records. Starting materials: CC(=O)[O-], Cc1ccccc1, CCOC(=O)C=[N+]=[N-], O, CCCc1c(C(C)c2ccc(-c3ccccc3C#N)cc2)c(=O)n(C2CCC(O)CC2)c2ncnn12, [Rh+]. Product: CCCc1c(C(C)c2ccc(-c3ccccc3C#N)cc2)c(=O)n(C2CCC(OCC(=O)OCC)CC2)c2ncnn12. Reaction SMILES: [C:53]([O-:54])(=[O:55])[CH3:56].[CH3:46][c:47]1[cH:48][cH:49][cH:50][cH:51][cH:52]1.[N+:37](=[N-:38])=[CH:39][C:40](=[O:41])[O:42][CH2:43][CH3:44].[OH2:45].[OH:1][CH:2]1[CH2:3][CH2:4][CH:5]([n:8]2[c:9]3[n:10]([c:11]([CH2:31][CH2:32][CH3:33])[c:12]([CH:15]([CH3:16])[c:17]4[cH:18][cH:19][c:20](-[c:23]5[c:24]([C:29]#[N:30])[cH:25][cH:26][cH:27][cH:28]5)[cH:21][cH:22]4)[c:13]2=[O:14])[n:34][cH:35][n:36]3)[CH2:6][CH2:7]1.[Rh+:57]>>[O:1]([CH:2]1[CH2:3][CH2:4][CH:5]([n:8]2[c:9]3[n:10]([c:11]([CH2:31][CH2:32][CH3:33])[c:12]([CH:15]([CH3:16])[c:17]4[cH:18][cH:19][c:20](-[c:23]5[c:24]([C:29]#[N:30])[cH:25][cH:26][cH:27][cH:28]5)[cH:21][cH:22]4)[c:13]2=[O:14])[n:34][cH:35][n:36]3)[CH2:6][CH2:7]1)[CH2:39][C:40](=[O:41])[O:42][CH2:43][CH3:44]. The reactants are C(#N)[Cu] (CuCN), ClC1=NC(=CN=C1)Cl (2,6-dichloropyrazine), [Li+].[Cl-] (LiCl), BrCC(C(=O)OCC)=C (ethyl 2-(bromomethyl)acrylate), solution. The solvent is C1CCOC1 (THF), C1CCOC1 (THF). Run at temperature -50 celsius. The product is ClC=1C(=NC=C(N1)Cl)CC(C(=O)OCC)=C (ethyl 2-((3,5-dichloropyrazin-2-yl)methyl)acrylate). The yield is 71.6%. RXN SMILES: [Cl:1][C:2]1[CH:7]=[N:6][CH:5]=[C:4]([Cl:8])[N:3]=1.[Li+].[Cl-].Br[CH2:12][C:13](=[CH2:19])[C:14]([O:16][CH2:17][CH3:18])=[O:15].C([Cu])#N>C1COCC1>[Cl:1][C:2]1[C:7]([CH2:19][C:13](=[CH2:12])[C:14]([O:16][CH2:17][CH3:18])=[O:15])=[N:6][CH:5]=[C:4]([Cl:8])[N:3]=1 |f:1.2|. Reported procedure: 2,6-Dichloropyrazine (9) (149 mg, 1.0 mmol) in THF (2 mL) was added to a solution of TMPZnCl.LiCl (2) (1.3 M in THF, 0.85 mL, 1.1 mmol) at 25° C. and the reaction mixture was then stirred at this temperature for 30 min according to TP 2. After cooling down to −50° C., ethyl 2-(bromomethyl)acrylate (230 mg, 1.2 mmol) and CuCN.2LiCl (1.0 M solution in THF, 5 drops) were added and the resulting mixture was allowed to warm up slowly to −20° C. The reaction mixture was quenched with a sat. aq. NH4Cl ... Reactants: O=C([O-])[O-], CNC1CCN(Cc2ccccc2)CC1, CCOC(C)=O, CC#N, CCCCCC, O=[N+]([O-])c1ccc(Cl)nc1Cl, [K+], [K+], O. The product is CN(c1nc(Cl)ccc1[N+](=O)[O-])C1CCN(Cc2ccccc2)CC1. RXN SMILES: [C:27](=[O:28])([O-:29])[O-:30].[CH2:1]([c:2]1[cH:3][cH:4][cH:5][cH:6][cH:7]1)[N:8]1[CH2:9][CH2:10][CH:11]([NH:14][CH3:15])[CH2:12][CH2:13]1.[CH3:33][CH2:34][O:35][C:36](=[O:37])[CH3:38].[CH3:39][C:40]#[N:41].[CH3:43][CH2:44][CH2:45][CH2:46][CH2:47][CH3:48].[Cl:16][c:17]1[n:18][c:19]([Cl:26])[cH:20][cH:21][c:22]1[N+:23](=[O:24])[O-:25].[K+:31].[K+:32].[OH2:42]>>[CH2:1]([c:2]1[cH:3][cH:4][cH:5][cH:6][cH:7]1)[N:8]1[CH2:9][CH2:10][CH:11]([N:14]([CH3:15])[c:17]2[n:18][c:19]([Cl:26])[cH:20][cH:21][c:22]2[N+:23](=[O:24])[O-:25])[CH2:12][CH2:13]1. Reactants: C=CC1CC1(NC(=O)C1CC(O)CC1C(=O)OC(C)(C)C)C(=O)OCC, C1CCOC1, COc1ccc2c(O)cc(-c3csc(NC(C)C)n3)nc2c1, CC(C)OC(=O)N=NC(=O)OC(C)C, c1ccc(P(c2ccccc2)c2ccccc2)cc1. The product is C=CC1CC1(NC(=O)C1CC(Oc2cc(-c3csc(NC(C)C)n3)nc3cc(OC)ccc23)CC1C(=O)OC(C)(C)C)C(=O)OCC. As a reaction SMILES: [C:1]([CH3:2])([CH3:3])([CH3:4])[O:5][C:6](=[O:7])[CH:8]1[CH:9]([C:14]([NH:15][C:16]2([C:21](=[O:22])[O:23][CH2:24][CH3:25])[CH:17]([CH:19]=[CH2:20])[CH2:18]2)=[O:26])[CH2:10][CH:11]([OH:13])[CH2:12]1.[CH2:82]1[O:83][CH2:84][CH2:85][CH2:86]1.[CH:27]([CH3:28])([CH3:29])[NH:30][c:31]1[s:32][cH:33][c:34](-[c:36]2[n:37][c:38]3[cH:39][c:40]([O:47][CH3:48])[cH:41][cH:42][c:43]3[c:44]([OH:46])[cH:45]2)[n:35]1.[O:68]=[C:69]([O:70][CH:71]([CH3:72])[CH3:73])[N:74]=[N:75][C:76]([O:77][CH:78]([CH3:79])[CH3:80])=[O:81].[c:49]1([P:50]([c:51]2[cH:52][cH:53][cH:54][cH:55][cH:56]2)[c:57]2[cH:58][cH:59][cH:60][cH:61][cH:62]2)[cH:63][cH:64][cH:65][cH:66][cH:67]1>>[C:1]([CH3:2])([CH3:3])([CH3:4])[O:5][C:6](=[O:7])[CH:8]1[CH:9]([C:14]([NH:15][C:16]2([C:21](=[O:22])[O:23][CH2:24][CH3:25])[CH:17]([CH:19]=[CH2:20])[CH2:18]2)=[O:26])[CH2:10][CH:11]([O:13][c:44]2[c:43]3[c:38]([n:37][c:36](-[c:34]4[cH:33][s:32][c:31]([NH:30][CH:27]([CH3:28])[CH3:29])[n:35]4)[cH:45]2)[cH:39][c:40]([O:47][CH3:48])[cH:41][cH:42]3)[CH2:12]1. Reactants: hydrochloride salt, Cl.O[C@@H]1C(N(C2=C(C[C@@H]1C1=CC=C(C=C1)OC)C(=CC=C2)[N+](=O)[O-])CCN(C)C)=O ((cis)-3-(hydroxy)-1-[2-(dimethylamino)ethyl]-1,3,4,5-tetrahydro-4-(4-methoxyphenyl)-6-nitro-2H-1-benzazepin-2-one, monohydrochloride), C(C)(=O)OC(C)=O (acetic anhydride). Run at temperature 100 celsius. Yields the product Cl.C(C)(=O)O[C@@H]1C(N(C2=C(C[C@@H]1C1=CC=C(C=C1)OC)C(=CC=C2)[N+](=O)[O-])CCN(C)C)=O ((cis)-3-(Acetyloxy)-1-[2-(dimethylamino)ethyl]-1,3,4,5-tetrahydro-4-(4-methoxyphenyl)-6-nitro-2H-1-benzazepin-2-one, monohydrochloride). RXN SMILES: [ClH:1].[OH:2][C@H:3]1[C@@H:9]([C:10]2[CH:15]=[CH:14][C:13]([O:16][CH3:17])=[CH:12][CH:11]=2)[CH2:8][C:7]2[C:18]([N+:22]([O-:24])=[O:23])=[CH:19][CH:20]=[CH:21][C:6]=2[N:5]([CH2:25][CH2:26][N:27]([CH3:29])[CH3:28])[C:4]1=[O:30].[C:31](OC(=O)C)(=[O:33])[CH3:32]>>[ClH:1].[C:31]([O:2][C@H:3]1[C@@H:9]([C:10]2[CH:11]=[CH:12][C:13]([O:16][CH3:17])=[CH:14][CH:15]=2)[CH2:8][C:7]2[C:18]([N+:22]([O-:24])=[O:23])=[CH:19][CH:20]=[CH:21][C:6]=2[N:5]([CH2:25][CH2:26][N:27]([CH3:29])[CH3:28])[C:4]1=[O:30])(=[O:33])[CH3:32] |f:0.1,3.4|. Procedure: A stirred suspension of the hydrochloride salt of (cis)-3-(hydroxy)-1-[2-(dimethylamino)ethyl]-1,3,4,5-tetrahydro-4-(4-methoxyphenyl)-6-nitro-2H-1-benzazepin-2-one, monohydrochloride (approximately 1.93 mmol) in 30 ml of acetic anhydride was heated to 100° C. (oil bath) and the resulting solution heated at 110°-120° C. for 4.5 hours. After removing the bulk of acetic anhydride on a rotary evaporator at 0.2 mm, the solid residue (2 g) was rubbed under 10 ml of ethyl acetate and diluted portionwis... Starting materials: CNC(C)c1ccc(S(=O)(=O)Nc2cc(Br)cnc2Cl)cc1, O=C([O-])[O-], CC(=O)Nc1cn2nc(B3OC(C)(C)C(C)(C)O3)ccc2n1, COCCOC, CO, ClCCl, [K+], [K+], O. Yields the product CNC(C)c1ccc(S(=O)(=O)Nc2cc(-c3ccc4nc(NC(C)=O)cn4n3)cnc2Cl)cc1. As a reaction SMILES: [Br:1][c:2]1[cH:3][c:4]([NH:9][S:10](=[O:11])(=[O:12])[c:13]2[cH:14][cH:15][c:16]([CH:19]([CH3:20])[NH:21][CH3:22])[cH:17][cH:18]2)[c:5]([Cl:8])[n:6][cH:7]1.[C:45](=[O:46])([O-:47])[O-:48].[CH3:23][C:24]1([CH3:25])[C:26]([CH3:27])([CH3:28])[O:29][B:30]([c:31]2[cH:32][cH:33][c:34]3[n:35]([n:36]2)[cH:37][c:38]([NH:40][C:41]([CH3:42])=[O:43])[n:39]3)[O:44]1.[CH3:51][O:52][CH2:53][CH2:54][O:55][CH3:56].[CH3:61][OH:62].[Cl:58][CH2:59][Cl:60].[K+:49].[K+:50].[OH2:57]>>[c:2]1(-[c:31]2[cH:32][cH:33][c:34]3[n:35]([n:36]2)[cH:37][c:38]([NH:40][C:41]([CH3:42])=[O:43])[n:39]3)[cH:3][c:4]([NH:9][S:10](=[O:11])(=[O:12])[c:13]2[cH:14][cH:15][c:16]([CH:19]([CH3:20])[NH:21][CH3:22])[cH:17][cH:18]2)[c:5]([Cl:8])[n:6][cH:7]1. Solvent: O (water). Reaction SMILES: [Br:1][CH2:2][CH2:3][CH2:4]Br.[CH2:6](O)[CH3:7].C(O[CH:12]1[C:20]2[C:15](=[CH:16][CH:17]=[CH:18][CH:19]=2)[C:14](=[C:21]=[O:22])[C:13]1=[O:23])C.[OH-:24].[Na+]>O>[Br:1][CH2:2][CH2:3][CH2:4][C:14]1([C:21]([O:22][CH2:6][CH3:7])=[O:24])[C:15]2[C:20](=[CH:19][CH:18]=[CH:17][CH:16]=2)[CH2:12][C:13]1=[O:23] |f:3.4|. Reported procedure: To a stirred solution of 1,3-dibromopropane (175 ml.) and ethanol (250 ml.) is added dropwise a solution of 1-ethoxy-carbonyl-2-indanone (51 g.) and sodium hydroxide (10 g.) in 500 ml. of ethanol and 200 ml. of water. The solution is refluxed for 5 hours and cooled. The bottom layer is separated and the upper layer is diluted with water and extracted with two 100 ml. portions of carbon tetrachloride. The combined lower layers were washed with 5% aqueous sodium hydroxide and water then concentrat... Reactants: BrCCCBr (1,3-dibromopropane), C(C)O (ethanol), C(C)OC1C(C(C2=CC=CC=C12)=C=O)=O (1-ethoxy-carbonyl-2-indanone), [OH-].[Na+] (sodium hydroxide), C(C)O (ethanol). Product: BrCCCC1(C(CC2=CC=CC=C12)=O)C(=O)OCC (1-(3-Bromopropyl)-1-Ethoxycarbonyl-2-Indanone). Reactants: CN(C)C=O, [H-], Oc1cccc(CN2CCCCC2)c1, Nc1c(NCCCCl)c(=O)c1=O, [Na+]. Product: Nc1c(NCCCOc2cccc(CN3CCCCC3)c2)c(=O)c1=O. RXN SMILES: [CH3:29][N:30]([CH3:31])[CH:32]=[O:33].[H-:1].[N:3]1([CH2:9][c:10]2[cH:11][c:12]([OH:16])[cH:13][cH:14][cH:15]2)[CH2:4][CH2:5][CH2:6][CH2:7][CH2:8]1.[NH2:17][c:18]1[c:19]([NH:24][CH2:25][CH2:26][CH2:27][Cl:28])[c:20](=[O:23])[c:21]1=[O:22].[Na+:2]>>[N:3]1([CH2:9][c:10]2[cH:11][c:12]([O:16][CH2:27][CH2:26][CH2:25][NH:24][c:19]3[c:18]([NH2:17])[c:21](=[O:22])[c:20]3=[O:23])[cH:13][cH:14][cH:15]2)[CH2:4][CH2:5][CH2:6][CH2:7][CH2:8]1. Starting materials: C1(CCCCC1)CCCCCCC#CC1=C(C=O)C=CC=C1 (2-(8-cyclohexyl-1-octynyl)benzaldehyde). The reagents and catalysts are [Pd] (palladium on charcoal). The solvent is C(C)(=O)OCC (ethyl acetate). Product: C1(CCCCC1)CCCCCCCCC1=C(C=O)C=CC=C1 (2-(8-Cyclohexyloctyl)-benzaldehyde). RXN SMILES: [CH:1]1([CH2:7][CH2:8][CH2:9][CH2:10][CH2:11][CH2:12][C:13]#[C:14][C:15]2[CH:22]=[CH:21][CH:20]=[CH:19][C:16]=2[CH:17]=[O:18])[CH2:6][CH2:5][CH2:4][CH2:3][CH2:2]1>[Pd].C(OCC)(=O)C>[CH:1]1([CH2:7][CH2:8][CH2:9][CH2:10][CH2:11][CH2:12][CH2:13][CH2:14][C:15]2[CH:22]=[CH:21][CH:20]=[CH:19][C:16]=2[CH:17]=[O:18])[CH2:6][CH2:5][CH2:4][CH2:3][CH2:2]1. Reported procedure: To an ice cold solution of 1-hexyne (49.6 mmoles) in freshly distilled tetrahydrofuran (50 ml) containing a trace of triphenylmethane was added dropwise n-butyl lithium in hexane (49.5 mmoles). About 10 minutes after the addition was stopped, sieve dried hexamethylphosphoramide (57.5 mmoles) was added and the solution stirred for 10 minutes. A solution of 2-cyclohexylethyl bromide (51.3 mmoles) in tetrahydrofuran (10 ml) was added and the reaction mixture was stirred for about 3 hours as the tem... The product is CS(=O)(=O)c1ccc(C(CC2CCCC2)C(=O)Nc2ccc(Cl)cn2)cc1Cl. Reactants: O=C1CCC(=O)N1Br, ClCCl, CS(=O)(=O)c1ccc(C(CC2CCCC2)C(=O)O)cc1Cl, Nc1ccc(Cl)cn1, O, c1ccc(P(c2ccccc2)c2ccccc2)cc1, c1ccncc1. As a reaction SMILES: [Br:20][N:21]1[C:22](=[O:23])[CH2:24][CH2:25][C:26]1=[O:27].[CH2:63]([Cl:64])[Cl:65].[Cl:28][c:29]1[cH:30][c:31]([CH:39]([C:40](=[O:41])[OH:42])[CH2:43][CH:44]2[CH2:45][CH2:46][CH2:47][CH2:48]2)[cH:32][cH:33][c:34]1[S:35](=[O:36])(=[O:37])[CH3:38].[NH2:49][c:50]1[n:51][cH:52][c:53]([Cl:56])[cH:54][cH:55]1.[OH2:66].[c:1]1([P:2]([c:3]2[cH:4][cH:5][cH:6][cH:7][cH:8]2)[c:9]2[cH:10][cH:11][cH:12][cH:13][cH:14]2)[cH:15][cH:16][cH:17][cH:18][cH:19]1.[cH:57]1[cH:58][cH:59][n:60][cH:61][cH:62]1>>[Cl:28][c:29]1[cH:30][c:31]([CH:39]([C:40](=[O:42])[NH:49][c:50]2[n:51][cH:52][c:53]([Cl:56])[cH:54][cH:55]2)[CH2:43][CH:44]2[CH2:45][CH2:46][CH2:47][CH2:48]2)[cH:32][cH:33][c:34]1[S:35](=[O:36])(=[O:37])[CH3:38].